From a dataset of the Open Reaction Database (ORD), a public repository of structured organic reaction records. describe an organic reaction: reactants, conditions, products, and yield Starting materials: N(CC(=O)N[C@@H](CC1=CC=CC=C1)C(=O)NCC(=O)N1[C@H](C(=O)OC(C)(C)C)CCC1)C(=O)OCC1=CC=CC=C1 (Z-Gly-Phe-Gly-Pro-OtBu), ether-petroleum ether. Run in FC(C(=O)O)(F)F (trifluoracetic acid). Conditions: time 20 minute. The product is N(CC(=O)N[C@@H](CC1=CC=CC=C1)C(=O)NCC(=O)N1[C@H](C(=O)O)CCC1)C(=O)OCC1=CC=CC=C1 (Z-Gly-Phe-Gly-Pro-OH). RXN SMILES: [NH:1]([C:32]([O:34][CH2:35][C:36]1[CH:41]=[CH:40][CH:39]=[CH:38][CH:37]=1)=[O:33])[CH2:2][C:3]([NH:5][C@H:6]([C:14]([NH:16][CH2:17][C:18]([N:20]1[CH2:31][CH2:30][CH2:29][C@H:21]1[C:22]([O:24]C(C)(C)C)=[O:23])=[O:19])=[O:15])[CH2:7][C:8]1[CH:13]=[CH:12][CH:11]=[CH:10][CH:9]=1)=[O:4]>FC(F)(F)C(O)=O>[NH:1]([C:32]([O:34][CH2:35][C:36]1[CH:37]=[CH:38][CH:39]=[CH:40][CH:41]=1)=[O:33])[CH2:2][C:3]([NH:5][C@H:6]([C:14]([NH:16][CH2:17][C:18]([N:20]1[CH2:31][CH2:30][CH2:29][C@H:21]1[C:22]([OH:24])=[O:23])=[O:19])=[O:15])[CH2:7][C:8]1[CH:13]=[CH:12][CH:11]=[CH:10][CH:9]=1)=[O:4]. Procedure: 25.6 g of Z-Gly-Phe-Gly-Pro-OtBu are dissolved in 260 ml of 90 % strength trifluoracetic acid and the solution is allowed to stand for 20 minutes at 22°C. Thereafter it is concentrated in a rotational evaporator at 25°C bath temperature until it has an oily consistency; 250 ml of water are then added and the viscous mass is thoroughly kneaded at 0°C. The aqueous phase is decanted off, and the residue is washed twice more in the same manner with 100 ml of water at a time. The residue is then drie... The reactants are C=CC(=O)OCC, CCOC(=O)C1CCN(Cc2ccccc2)C1, CCO, O=C[O-], [NH4+]. Product: CCOC(=O)CCN1CCC(C(=O)OCC)C1. Reaction SMILES: [C:22]([CH:23]=[CH2:24])(=[O:25])[O:26][CH2:27][CH3:28].[CH2:1]([c:2]1[cH:3][cH:4][cH:5][cH:6][cH:7]1)[N:8]1[CH2:9][CH:10]([C:13](=[O:14])[O:15][CH2:16][CH3:17])[CH2:11][CH2:12]1.[CH3:29][CH2:30][OH:31].[CH:18]([O-:19])=[O:20].[NH4+:21]>>[N:8]1([CH2:24][CH2:23][C:22](=[O:25])[O:26][CH2:27][CH3:28])[CH2:9][CH:10]([C:13](=[O:14])[O:15][CH2:16][CH3:17])[CH2:11][CH2:12]1. The reactants are IC1=C(C=C(C=C1C)C1=NC=NC=C1)C (4-(4-iodo-3,5-dimethylphenyl)pyrimidine), FC=1C=CC(=C2CC[C@H](C12)OC1=CC2=C([C@@H](CO2)CC(=O)OC)C=C1)B1OC(C(O1)(C)C)(C)C (methyl 2-((S)-6-((R)-7-fluoro-4-(4,4,5,5-tetramethyl-1,3,2-dioxaborolan-2-yl)-2,3-dihydro-1H-inden-1-yloxy)-2,3-dihydrobenzofuran-3-yl)acetate), BrC1=C2CC[C@H](C2=C(C=C1)F)OC1=CC2=C([C@@H](CO2)CC(=O)OC)C=C1 (Methyl 2-((S)-6-((R)-4-bromo-7-fluoro-2,3-dihydro-1H-inden-1-yloxy)-2,3-dihydrobenzofuran-3-yl)acetate). Yields the product CC1=C(C(=CC(=C1)C1=NC=NC=C1)C)C1=C2CC[C@H](C2=C(C=C1)F)OC1=CC2=C([C@@H](CO2)CC(=O)OC)C=C1 (Methyl 2-((S)-6-((R)-4-(2,6-dimethyl-4-(pyrimidin-4-yl)phenyl)-7-fluoro-2,3-dihydro-1H-inden-1-yloxy)-2,3-dihydrobenzofuran-3-yl)acetate). As a reaction SMILES: I[C:2]1[C:7]([CH3:8])=[CH:6][C:5]([C:9]2[CH:14]=[CH:13][N:12]=[CH:11][N:10]=2)=[CH:4][C:3]=1[CH3:15].[F:16][C:17]1[CH:18]=[CH:19][C:20](B2OC(C)(C)C(C)(C)O2)=[C:21]2[C:25]=1[C@H:24]([O:26][C:27]1[CH:40]=[CH:39][C:30]3[C@H:31]([CH2:34][C:35]([O:37][CH3:38])=[O:36])[CH2:32][O:33][C:29]=3[CH:28]=1)[CH2:23][CH2:22]2.BrC1C=CC(F)=C2C=1CC[C@H]2OC1C=CC2[C@H](CC(OC)=O)COC=2C=1>>[CH3:15][C:3]1[CH:4]=[C:5]([C:9]2[CH:14]=[CH:13][N:12]=[CH:11][N:10]=2)[CH:6]=[C:7]([CH3:8])[C:2]=1[C:20]1[CH:19]=[CH:18][C:17]([F:16])=[C:25]2[C:21]=1[CH2:22][CH2:23][C@H:24]2[O:26][C:27]1[CH:40]=[CH:39][C:30]2[C@H:31]([CH2:34][C:35]([O:37][CH3:38])=[O:36])[CH2:32][O:33][C:29]=2[CH:28]=1. Procedure: The title compound is prepared from 4-(4-iodo-3,5-dimethylphenyl)pyrimidine and methyl 2-((S)-6-((R)-7-fluoro-4-(4,4,5,5-tetramethyl-1,3,2-dioxaborolan-2-yl)-2,3-dihydro-1H-inden-1-yloxy)-2,3-dihydrobenzofuran-3-yl)acetate following a procedure analogous to that described in Step 5 of Intermediate 1. LC (method 15): tR=1.26 min. Reactants: NC1=C(C(=CC=C1)C(NOC(C)(C)C)=O)C (2-amino-6-tert-butyloxycarbamoyltoluene), C(C)(C)(C)ONC(=O)C1=CC=C2C(=CC(NC2=C1)(C)C)C (7-tert-butyloxycarbamoyl-1,2-dihydro-2,2,4-trimethylquinoline). The product is C(C)(C)(C)ONC(=O)C1=CC=C2C(=CC(NC2=C1C)(C)C)C (7-tert-Butyloxycarbamoyl-1,2-dihydro-2,2,4,8-tetramethylquinoline). Yield: 84.0%. RXN SMILES: [NH2:1][C:2]1[CH:7]=[CH:6][CH:5]=[C:4]([C:8](=[O:15])[NH:9][O:10][C:11]([CH3:14])([CH3:13])[CH3:12])[C:3]=1[CH3:16].C(ON[C:23]([C:25]1[CH:34]=C2[C:28](C(C)=CC(C)(C)N2)=[CH:27][CH:26]=1)=O)(C)(C)C>>[C:11]([O:10][NH:9][C:8]([C:4]1[C:3]([CH3:16])=[C:2]2[C:7]([C:27]([CH3:28])=[CH:26][C:25]([CH3:34])([CH3:23])[NH:1]2)=[CH:6][CH:5]=1)=[O:15])([CH3:12])([CH3:13])[CH3:14]. Procedure details: This compound was prepared from 2-amino-6-tert-butyloxycarbamoyltoluene (4.00 g, 18.0 mmol) in a manner similar to that described for 7-tert-butyloxycarbamoyl-1,2-dihydro-2,2,4-trimethylquinoline (EXAMPLE 13), affording 4.56 g (84%) of the desired dihydroquinoline as a white solid. Data for 7-tert-butyloxycarbamoyl-1,2-dihydro-2,2,4,8-tetramethylquinoline: 1H NMR (400 MHz, CDCl3) 6.94 and 6.88 (br ABq, 2H, JAB ·8.3 Hz, 6,5-H), 6.16 (br s, 1H, HNBoc), 5.27 (s, 1H, 3-H), 3.61 [br s, 1H, (CH3)2CNH]... The reactants are Cl (HCl), C(C)(C)(C)OC (tert-butyl-methyl ether), FC1=CC=2C=C3N(C2C(=C1)C)[C@@H](CNC3=O)C ((R)-8-fluoro-4,6-dimethyl-3,4-dihydro-2H-pyrazino[1,2-a]indol-1-one), product. RXN SMILES: C(OC)(C)(C)C.[F:7][C:8]1[CH:16]=[C:15]([CH3:17])[C:14]2[N:13]3[C@H:18]([CH3:23])[CH2:19][NH:20][C:21](=O)[C:12]3=[CH:11][C:10]=2[CH:9]=1.[ClH:24]>ClCCl.C(OCC)C>[ClH:24].[F:7][C:8]1[CH:16]=[C:15]([CH3:17])[C:14]2[N:13]3[C@H:18]([CH3:23])[CH2:19][NH:20][CH2:21][C:12]3=[CH:11][C:10]=2[CH:9]=1 |f:5.6|. Reported procedure: The tide compound (ISP-MS: m/e 219.3 ([M+H]+)) was produced in accordance with the general method of example 1a), using tert-butyl-methyl ether instead of tetrahydrofuran as solvent, from (R)-8-fluoro-4,6-dimethyl-3,4-dihydro-2H-pyrazino[1,2-a]indol-1-one. The product (20 mg) was dissolved in dichloromethane and treated with a solution of HCl in diethyl ether to precipitate the hydrochloride salt Yield: 18 mg. Run in C(C)OCC (diethyl ether), ClCCl (dichloromethane). Product: Cl.FC1=CC=2C=C3N(C2C(=C1)C)[C@@H](CNC3)C ((R)-8-fluoro-4,6-dimethyl-1,2,3,4-tetrahydro-pyrazino[1,2-a]indole hydrochloride). Reactants: C(C1=CC=CC=C1)N1C(OC(C2=C1SC=C2C)=O)=O (1-benzyl-5-methyl-1H-thieno[2,3-d][1,3]oxazine-2,4-dione), C(C)OC(=O)C1=C(C2=C(N(C1=O)CC1=CC=CC=C1)SC=C2)O (7-benzyl-4-hydroxy-6-oxo-6,7-dihydro-thieno[2,3-b]pyridine-5-carboxylic acid ethyl ester). Product: C(C)OC(=O)C1=C(C2=C(N(C1=O)CC1=CC=CC=C1)SC=C2C)O (7-benzyl-4-hydroxy-3-methyl-6-oxo-6,7-dihydro-thieno[2,3-b]pyridine-5-carboxylic acid ethyl ester). The yield is 80.0%. As a reaction SMILES: [CH2:1]([N:8]1[C:13]2[S:14][CH:15]=[C:16]([CH3:17])[C:12]=2[C:11](=[O:18])O[C:9]1=[O:19])[C:2]1[CH:7]=[CH:6][CH:5]=[CH:4][CH:3]=1.[CH2:20]([O:22][C:23]([C:25]1C(=O)N(CC2C=CC=CC=2)C2SC=CC=2C=1O)=[O:24])[CH3:21]>>[CH2:20]([O:22][C:23]([C:25]1[C:9](=[O:19])[N:8]([CH2:1][C:2]2[CH:3]=[CH:4][CH:5]=[CH:6][CH:7]=2)[C:13]2[S:14][CH:15]=[C:16]([CH3:17])[C:12]=2[C:11]=1[OH:18])=[O:24])[CH3:21]. Procedure: This compound was prepared from 1-benzyl-5-methyl-1H-thieno[2,3-d][1,3]oxazine-2,4-dione (59) by applying the same method described for the preparation of 7-benzyl-4-hydroxy-6-oxo-6,7-dihydro-thieno[2,3-b]pyridine-5-carboxylic acid ethyl ester (60). Yield 80%; MP 166° C. 1H-NMR (DMSO-d6): δ 1.32 (t, J=6.8 Hz, 3H), 2.40 (d, J=1.2 Hz, 3H), 4.36 (q, J=6.8 Hz, 2H), 5.22 (s, 2H), 6.84 (d, J=1.2 Hz, 1H), 7.25 (m, 3H), 7.32 (m, 2H), 14.04 (b, 1H) ppm; EIMS m/z 344 (M+1). Starting materials: OC1=C(CO)C=CC=C1 (2-hydroxybenzyl alcohol), [C-]#N.[K+] (potassium cyanide), 16g, C(C)(=O)O (acetic acid). Run in CS(=O)C (dimethylsulfoxide), 18g. Conditions: temperature 125 celsius, time 2 hour. Yields the product OC1=C(C=CC=C1)CC#N (2-Hydroxyphenylacetonitrile). Reaction SMILES: [OH:1][C:2]1[CH:9]=[CH:8][CH:7]=[CH:6][C:3]=1[CH2:4]O.C(O)(=O)C.[C-:14]#[N:15].[K+]>CS(C)=O>[OH:1][C:2]1[CH:9]=[CH:8][CH:7]=[CH:6][C:3]=1[CH2:4][C:14]#[N:15] |f:2.3|. Procedure: 29.8g of 2-hydroxybenzyl alcohol are dissolved in 250 ml of dimethylsulfoxide, together with 18g of potassium cyanide, and the mixture is heated to 125°C. 16g of glacial acetic acid are then added dropwise over the course of 1 hour and the mixture is stirred for a further 2 hours at 125°C. The dimethylsulfoxide is removed in vacuo and the residue is stirred with 200 ml of water and 150 ml of chloroform. The chloroform phase is separated off and the aqueous phase is re-extracted with 150 ml of ch...